This data is from the Open Reaction Database (ORD), a public repository of structured organic reaction records. The task is: describe an organic reaction: reactants, conditions, products, and yield Reactants: NOS(=O)(=O)O (NH2OSO3H), BrC1=C2NC(C(NC2=CC(=C1)Br)=O)=O (5,7-Dibromo-1,4-dihydroquinoxaline-2,3-dione), [OH-].[K+] (KOH), NOS(=O)(=O)O (NH2OSO3H). Run in O (water). Reaction conditions: temperature 60 celsius, time 15 minute. Product: NN1C(C(NC2=C(C=C(C=C12)Br)Br)=O)=O (1-amino-5,7-dibromo-1,4-dihydro-2,3-quinoxalinedione). The yield is 78.8%. RXN SMILES: [Br:1][C:2]1[CH:11]=[C:10]([Br:12])[CH:9]=[C:8]2[C:3]=1[NH:4][C:5](=[O:14])[C:6](=[O:13])[NH:7]2.[OH-].[K+].[NH2:17]OS(O)(=O)=O>O>[NH2:17][N:7]1[C:8]2[C:3](=[C:2]([Br:1])[CH:11]=[C:10]([Br:12])[CH:9]=2)[NH:4][C:5](=[O:14])[C:6]1=[O:13] |f:1.2|. Reported procedure: The procedure of Shin, S. C. and Lee. Y. Y., Taehan Hwahakhoe Chi 27(5):382-4 (1983) was adapted. 5,7-Dibromo-1,4-dihydroquinoxaline-2,3-dione (46 mg, 0.144 mmole) was dissolved into 3N KOH (2 mL) at 60° C. for 1 h, and NH2OSO3H (20 mg, 0.172 mmole, Aldrich) in distilled water (0.5 mL) was dropwise added into above solution with stirring at 60° C. Some precipitate came out after 15 mins, then a second 20 mg NH2OSO3H portion was added. The mixture was stirred at room temperature for 1 h. The whit... Starting materials: C(=C)[C@H]1CNCC[C@H]1CCC1=CNC2=CC=CC=C12 (3-{[3-(R)vinyl-4(R)piperidyl]-ethyl}-indole). Reagents/catalysts: [Pt]=O (platinum oxide). Solvent: Cl (hydrochloric acid), CO (methanol). The product is C(C)[C@H]1CNCC[C@H]1CCC1=CNC2=CC=CC=C12 (3-{[3(R)ETHYL-4(R)PIPERIDYL]-ETHYL}-INDOLE). The yield is 71.4%. RXN SMILES: [CH:1]([C@@H:3]1[C@H:8]([CH2:9][CH2:10][C:11]2[C:19]3[C:14](=[CH:15][CH:16]=[CH:17][CH:18]=3)[NH:13][CH:12]=2)[CH2:7][CH2:6][NH:5][CH2:4]1)=[CH2:2]>Cl.CO.[Pt]=O>[CH2:1]([C@@H:3]1[C@H:8]([CH2:9][CH2:10][C:11]2[C:19]3[C:14](=[CH:15][CH:16]=[CH:17][CH:18]=3)[NH:13][CH:12]=2)[CH2:7][CH2:6][NH:5][CH2:4]1)[CH3:2]. Procedure: 0.250 g of 3-{[3-(R)vinyl-4(R)piperidyl]-ethyl}-indole in 1 ml of normal hydrochloric acid and 9 ml of methanol in the presence of 0.04 g of platinum oxide as catalyst were hydrogenated for 3 hours at ambient temperature and at atmospheric pressure. The catalyst was filtered, the filtrate evaporated to dryness, the residue made up in 100 ml of water, the aqueous phase washed with ether and alkalinized with an aqueous solution of sodium hydroxide and the insoluble substance was extracted with eth... The reactants are CCOC(C)=O, CN(C)C=O, [Na], O, C[Si](C)(CCl)c1ccc(-c2ccccc2)cc1, c1c[nH]cn1. The product is C[Si](C)(Cn1ccnc1)c1ccc(-c2ccccc2)cc1. Reaction SMILES: [CH3:24][CH2:25][O:26][C:27](=[O:28])[CH3:29].[CH3:30][N:31]([CH3:32])[CH:33]=[O:34].[Na:18].[OH2:35].[c:1]1(-[c:12]2[cH:13][cH:14][cH:15][cH:16][cH:17]2)[cH:2][cH:3][c:4]([Si:7]([CH3:8])([CH3:9])[CH2:10][Cl:11])[cH:5][cH:6]1.[nH:19]1[cH:20][n:21][cH:22][cH:23]1>>[c:1]1(-[c:12]2[cH:13][cH:14][cH:15][cH:16][cH:17]2)[cH:2][cH:3][c:4]([Si:7]([CH3:8])([CH3:9])[CH2:10][n:19]2[cH:20][n:21][cH:22][cH:23]2)[cH:5][cH:6]1.